Task: describe an organic reaction: reactants, conditions, products, and yield. Dataset: the Open Reaction Database (ORD), a public repository of structured organic reaction records Reactants: CCOC(C)=O, CCO, CC(N)Cc1ncccc1[N+](=O)[O-]. Product: CC(N)Cc1ncccc1N. Reaction SMILES: [C:17]([O:18][CH2:19][CH3:20])(=[O:21])[CH3:22].[CH2:14]([OH:15])[CH3:16].[NH2:1][CH:2]([CH2:3][c:4]1[n:5][cH:6][cH:7][cH:8][c:9]1[N+:10]([O-:11])=[O:12])[CH3:13]>>[NH2:1][CH:2]([CH2:3][c:4]1[n:5][cH:6][cH:7][cH:8][c:9]1[NH2:10])[CH3:13].